The task is: describe an organic reaction: reactants, conditions, products, and yield. This data is from the Open Reaction Database (ORD), a public repository of structured organic reaction records. Starting materials: ClC=1N=C(C2=C(N1)C=C(S2)C=2C=C(C=CC2)N)N2CCOCC2 (3-(2-Chloro-4-morpholinothieno[3,2-d]pyrimidin-6-yl)benzenamine), OC(C(=O)O)(C)C (2-hydroxyisobutyric acid). Yields the product ClC=1N=C(C2=C(N1)C=C(S2)C=2C=C(C=CC2)NCC(C)(C)O)N2CCOCC2 (N-(3-(2-chloro-4-morpholinothieno[3,2-d]pyrimidin-6-yl)phenyl)-2-hydroxy-2-methylpropanamine). RXN SMILES: [Cl:1][C:2]1[N:3]=[C:4]([N:18]2[CH2:23][CH2:22][O:21][CH2:20][CH2:19]2)[C:5]2[S:10][C:9]([C:11]3[CH:12]=[C:13]([NH2:17])[CH:14]=[CH:15][CH:16]=3)=[CH:8][C:6]=2[N:7]=1.[OH:24][C:25]([CH3:30])([CH3:29])[C:26](O)=O>>[Cl:1][C:2]1[N:3]=[C:4]([N:18]2[CH2:23][CH2:22][O:21][CH2:20][CH2:19]2)[C:5]2[S:10][C:9]([C:11]3[CH:12]=[C:13]([NH:17][CH2:26][C:25]([OH:24])([CH3:30])[CH3:29])[CH:14]=[CH:15][CH:16]=3)=[CH:8][C:6]=2[N:7]=1. Procedure details: 3-(2-Chloro-4-morpholinothieno[3,2-d]pyrimidin-6-yl)benzenamine (50 mg) was reacted with 2-hydroxyisobutyric acid via General Procedure I to give N-(3-(2-chloro-4-morpholinothieno[3,2-d]pyrimidin-6-yl)phenyl)-2-hydroxy-2-methylpropanamine. 62 mg of the crude N-(3-(2-chloro-4-morpholinothieno[3,2-d]pyrimidin-6-yl)phenyl)-2-hydroxy-2-methylpropanamine was coupled to 4-(4,4,5,5-tetramethyl-1,3,2-dioxaborolan-2-yl)-1H-indazole 7 via General Procedure A. The product was purified by reverse phase HPLC... Reactants: NC(N)=O, O=C(O)c1ccc([N+](=O)[O-])cc1, OP(O)O. The product is NC(=O)c1ccc([N+](=O)[O-])cc1. Reaction SMILES: [NH2:13][C:14](=[O:15])[NH2:16].[OH:1][C:2](=[O:3])[c:4]1[cH:5][cH:6][c:7]([N+:10]([O-:11])=[O:12])[cH:8][cH:9]1.[P:17]([OH:18])([OH:19])[OH:20]>>[O:1]=[C:2]([c:4]1[cH:5][cH:6][c:7]([N+:10]([O-:11])=[O:12])[cH:8][cH:9]1)[NH2:13]. The reactants are [Na+].[Cl-] (NaCl), O (H2O), resultant mixture, C(Cl)Cl (CH2Cl2), N(=[N+]=[N-])CCOCCOCCOCC#C (3-(2-(2-(2-azidoethoxy)ethoxy)ethoxy)prop-1-yne). The solvent is C1=CC=C(C=C1)P(C2=CC=CC=C2)C3=CC=CC=C3 (Ph3P), C1CCOC1 (THF). Conditions: time 3 hour. The product is NCCOCCOCCOCC#C (3-(2-(2-(2-aminoethoxy)ethoxy)ethoxy)prop-1-yne). RXN SMILES: [N:1]([CH2:4][CH2:5][O:6][CH2:7][CH2:8][O:9][CH2:10][CH2:11][O:12][CH2:13][C:14]#[CH:15])=[N+]=[N-].O.[Na+].[Cl-].C(Cl)Cl>C1C=CC(P(C2C=CC=CC=2)C2C=CC=CC=2)=CC=1.C1COCC1>[NH2:1][CH2:4][CH2:5][O:6][CH2:7][CH2:8][O:9][CH2:10][CH2:11][O:12][CH2:13][C:14]#[CH:15] |f:2.3|. Procedure: in a 50 mL flask, 3 (150 mg, 0.7 mmol), Ph3P were dissolved in 10 mL THF. The reaction mixture was stirred at rt for 3 hr. To the reaction mixture was added H2O (1 mL) the resultant mixture was stirred for 36 hr at rt. The solvent was evaporated and the residue was purified by FCC to afford 4 as slightly yellow oil (131 mg, quant.). 1H NMR (400 MHz, CDCl3): δ 1.46 (br, 2H), 2.35 (t, J=1.6 Hz, 1H), 2.73 (t, J=5.2 Hz, 2H), 3.38 (t, J=5.2 Hz, 2H) 3.50-3.59 (m, 10H), 4.08 (m, 2H). 13C NMR (100 MHz, ... Reactants: CC1=C2C(C(=O)OC(N2)=O)=CC=C1Cl (3-methyl-4-chloroisatoic anhydride), O.N (ammonia water). Run in CN(C)C=O (DMF), O (water), O (water). Conditions: temperature 80 celsius, time 1 hour. Product: NC1=C(C(=O)N)C=CC(=C1C)Cl (2-Amino-4-chloro-3-methylbenzamide). As a reaction SMILES: [CH3:1][C:2]1[C:13]([Cl:14])=[CH:12][CH:11]=[C:4]2[C:5](OC(=O)[NH:9][C:3]=12)=[O:6].O.[NH3:16]>CN(C=O)C.O>[NH2:9][C:3]1[C:2]([CH3:1])=[C:13]([Cl:14])[CH:12]=[CH:11][C:4]=1[C:5]([NH2:16])=[O:6] |f:1.2|. Procedure: Using two inlets, at 80° C. a suspension of 4.64 g (0.0219 mol) of 3-methyl-4-chloroisatoic anhydride in 21 ml of DMF and 3.1 g (0.0219 mol) of 25% strength ammonia water in 6 ml of water were added simultaneously with stirring and over a period of 15 min to 8 ml of water. The mixture was stirred at 80° C. for 1 h and then cooled and extracted twice with ethyl acetate. The organic phase was dried over magnesium sulfate and concentrated under reduced pressure, giving 2.61 g (64.4% of theory) of t...